This data is from the Open Reaction Database (ORD), a public repository of structured organic reaction records. The task is: describe an organic reaction: reactants, conditions, products, and yield Reactants: C(C)(=O)[O-].[Na+] (Sodium acetate), FC(OC1=CC=C(C=C1)N1N=C(N=C1)C=1C=C(C=CC1)CCCN)(F)F (3-(3-(1-(4-(trifluoromethoxy)phenyl)-1H-1,2,4-triazol-3-yl)phenyl)propan-1-amine), C1(=C(C=CC=C1)NC(=S)N)C (1-(o-tolyl)thiourea). As a reaction SMILES: [F:1][C:2]([F:26])([F:25])[O:3][C:4]1[CH:9]=[CH:8][C:7]([N:10]2[CH:14]=[N:13][C:12]([C:15]3[CH:16]=[C:17]([CH2:21][CH2:22][CH2:23][NH2:24])[CH:18]=[CH:19][CH:20]=3)=[N:11]2)=[CH:6][CH:5]=1.[C:27]1([CH3:37])[CH:32]=[CH:31][CH:30]=[CH:29][C:28]=1[NH:33][C:34]([NH2:36])=[S:35].[C:38]([O-])(=[O:40])C.[Na+]>>[C:27]1([CH3:37])[CH:32]=[CH:31][CH:30]=[CH:29][C:28]=1[NH:33][C:34]([NH:36][C:38]([NH:24][CH2:23][CH2:22][CH2:21][C:17]1[CH:18]=[CH:19][CH:20]=[C:15]([C:12]2[N:13]=[CH:14][N:10]([C:7]3[CH:6]=[CH:5][C:4]([O:3][C:2]([F:1])([F:25])[F:26])=[CH:9][CH:8]=3)[N:11]=2)[CH:16]=1)=[O:40])=[S:35] |f:2.3|. The product is C1(=C(C=CC=C1)NC(=S)NC(=O)NCCCC1=CC(=CC=C1)C1=NN(C=N1)C1=CC=C(C=C1)OC(F)(F)F)C (1-(o-tolylcarbamothioyl)-3-[3-[3-[1-[4-(trifluoromethoxy)phenyl]-1H-1,2,4-triazol-3-yl]phenyl]propyl]urea), solid. Isolated yield 24.0%. Procedure details: The title compound was prepared as described in Example 63 using 3-(3-(1-(4-(trifluoromethoxy)phenyl)-1H-1,2,4-triazol-3-yl)phenyl)propan-1-amine (CA18) and 1-(o-tolyl)thiourea. Sodium acetate was used in place of sodium bicarbonate. The title compound was isolated as a white solid (0.075 g, 24%): 1H NMR (400 MHz, DMSO-d6) δ 12.03 (s, 1H), 10.05 (s, 1H), 9.40 (s, 1H), 8.12-8.04 (m, 2H), 8.01-7.92 (m, 2H), 7.68-7.57 (m, 3H), 7.46 (t, J=7.6 Hz, 1H), 7.36 (dt, J=7.7, 1.4 Hz, 1H), 7.29-7.24 (m, 1H),... Reactants: CC(Oc1cc(-n2cnc3cnc(CO[Si](C)(C)C(C)(C)C)cc32)sc1C(N)=O)c1ccccc1F, CCCC[N+](CCCC)(CCCC)CCCC, C1CCOC1, [F-]. Yields the product CC(Oc1cc(-n2cnc3cnc(CO)cc32)sc1C(N)=O)c1ccccc1F. Reaction SMILES: [C:1]([Si:2]([CH3:3])([CH3:4])[O:6][CH2:7][c:8]1[cH:9][c:10]2[c:11]([cH:12][n:13]1)[n:14][cH:15][n:16]2-[c:17]1[cH:18][c:19]([O:25][CH:26]([CH3:27])[c:28]2[c:29]([F:34])[cH:30][cH:31][cH:32][cH:33]2)[c:20]([C:22](=[O:23])[NH2:24])[s:21]1)([CH3:5])([CH3:35])[CH3:36].[CH2:38]([N+:39]([CH2:40][CH2:41][CH2:42][CH3:43])([CH2:44][CH2:45][CH2:46][CH3:47])[CH2:48][CH2:49][CH2:50][CH3:51])[CH2:52][CH2:53][CH3:54].[CH2:55]1[O:56][CH2:57][CH2:58][CH2:59]1.[F-:37]>>[OH:6][CH2:7][c:8]1[cH:9][c:10]2[c:11]([cH:12][n:13]1)[n:14][cH:15][n:16]2-[c:17]1[cH:18][c:19]([O:25][CH:26]([CH3:27])[c:28]2[c:29]([F:34])[cH:30][cH:31][cH:32][cH:33]2)[c:20]([C:22](=[O:23])[NH2:24])[s:21]1. Starting materials: CC(C(=O)NC1=CC(=CC=C1)C1CCN(CC1)CCCCC(C1=CC=C(C=C1)C(F)(F)F)=O)C (2-methyl-N-[3-(1-{5-oxo-5-[4-(trifluoromethyl)phenyl]pentyl}-4-piperidinyl)phenyl]propanamide), Cl.CC1=CC=C(C=C1)NN (4-methylphenylhydrazine hydrochloride). The product is CC(C(=O)NC1=CC(=CC=C1)C1CCN(CC1)CCCC1=C(NC2=CC=C(C=C12)C)C1=CC=C(C=C1)C(F)(F)F)C (2-METHYL-N-{3-[1-(3-{5-METHYL-2-[4-(TRIFLUOROMETHYL)PHENYL]-1H-INDOL-3-YL}PROPYL)-4-PIPERIDINYL]PHENYL}PROPANAMIDE). As a reaction SMILES: [CH3:1][CH:2]([CH3:34])[C:3]([NH:5][C:6]1[CH:11]=[CH:10][CH:9]=[C:8]([CH:12]2[CH2:17][CH2:16][N:15]([CH2:18][CH2:19][CH2:20][CH2:21][C:22](=O)[C:23]3[CH:28]=[CH:27][C:26]([C:29]([F:32])([F:31])[F:30])=[CH:25][CH:24]=3)[CH2:14][CH2:13]2)[CH:7]=1)=[O:4].Cl.[CH3:36][C:37]1[CH:42]=[CH:41][C:40]([NH:43]N)=[CH:39][CH:38]=1>>[CH3:1][CH:2]([CH3:34])[C:3]([NH:5][C:6]1[CH:11]=[CH:10][CH:9]=[C:8]([CH:12]2[CH2:17][CH2:16][N:15]([CH2:18][CH2:19][CH2:20][C:21]3[C:41]4[C:40](=[CH:39][CH:38]=[C:37]([CH3:36])[CH:42]=4)[NH:43][C:22]=3[C:23]3[CH:28]=[CH:27][C:26]([C:29]([F:32])([F:31])[F:30])=[CH:25][CH:24]=3)[CH2:14][CH2:13]2)[CH:7]=1)=[O:4] |f:1.2|. Reported procedure: Prepared by Procedure E and Scheme M using 2-methyl-N-[3-(1-{5-oxo-5-[4-(trifluoromethyl)phenyl]pentyl}-4-piperidinyl)phenyl]propanamide and 4-methylphenylhydrazine hydrochloride: ESMS m/e: 562.2 (M+H)+.